From a dataset of the Open Reaction Database (ORD), a public repository of structured organic reaction records. describe an organic reaction: reactants, conditions, products, and yield The reactants are 10c, COC(COC1=C2C(=C(C(NC2=C(C=C1)F)=O)CC1=CC=C(C=C1)C(C(C)(C)C)=O)C)=O ((3-[4-(2,2-dimethylpropionyl)benzyl]-8-fluoro-4-methyl-2-oxo-1,2-dihydroquinolin-5-yloxy)acetic acid methyl ester), ClC(F)F (chlorodifluoromethane). Product: COC(COC1=C2C(=C(C(=NC2=C(C=C1)F)OC(F)F)CC1=CC=C(C=C1)C(C(C)(C)C)=O)C)=O ({2-difluoromethoxy-3-[4-(2,2-dimethylpropionyl)benzyl]-8-fluoro-4-methylquinolin-5-yloxy}acetic acid methyl ester). As a reaction SMILES: [CH3:1][O:2][C:3](=[O:32])[CH2:4][O:5][C:6]1[CH:15]=[CH:14][C:13]([F:16])=[C:12]2[C:7]=1[C:8]([CH3:31])=[C:9]([CH2:18][C:19]1[CH:24]=[CH:23][C:22]([C:25](=[O:30])[C:26]([CH3:29])([CH3:28])[CH3:27])=[CH:21][CH:20]=1)[C:10](=[O:17])[NH:11]2.Cl[CH:34]([F:36])[F:35]>>[CH3:1][O:2][C:3](=[O:32])[CH2:4][O:5][C:6]1[CH:15]=[CH:14][C:13]([F:16])=[C:12]2[C:7]=1[C:8]([CH3:31])=[C:9]([CH2:18][C:19]1[CH:20]=[CH:21][C:22]([C:25](=[O:30])[C:26]([CH3:28])([CH3:27])[CH3:29])=[CH:23][CH:24]=1)[C:10]([O:17][CH:34]([F:36])[F:35])=[N:11]2. Reported procedure: The title compound was prepared by the method of Preparation 10c using (3-[4-(2,2-dimethylpropionyl)benzyl]-8-fluoro-4-methyl-2-oxo-1,2-dihydroquinolin-5-yloxy)acetic acid methyl ester and chlorodifluoromethane. Starting materials: FC1=CC=C(C(=O)Cl)C=C1 (4-fluorobenzoylchloride), B(F)(F)F (boron trifluoride), Example 8 ( 1 ), ice water, C1(=CC=CC=C1)S(=O)(=O)N1C=CC=C1 (1-benzenesulfonylpyrrole). Solvent: ClCCl (dichloromethane), ClCCl (dichloromethane), ClCCl (dichloromethane). Conditions: time 10 minute. The product is C1(=CC=CC=C1)S(=O)(=O)N1C(=CC=C1)C(C1=CC=C(C=C1)F)=O (1-benzenesulfonyl-2-(4-fluorobenzoyl)pyrrole). The yield is 33.0%. As a reaction SMILES: [F:1][C:2]1[CH:10]=[CH:9][C:5]([C:6](Cl)=[O:7])=[CH:4][CH:3]=1.B(F)(F)F.[C:15]1([S:21]([N:24]2[CH:28]=[CH:27][CH:26]=[CH:25]2)(=[O:23])=[O:22])[CH:20]=[CH:19][CH:18]=[CH:17][CH:16]=1>ClCCl>[C:15]1([S:21]([N:24]2[CH:25]=[CH:26][CH:27]=[C:28]2[C:6](=[O:7])[C:5]2[CH:9]=[CH:10][C:2]([F:1])=[CH:3][CH:4]=2)(=[O:23])=[O:22])[CH:16]=[CH:17][CH:18]=[CH:19][CH:20]=1. Procedure: To a solution of 4-fluorobenzoylchloride (1.74 g, 11 mmol) in dichloromethane (2ml) was added dropwise a solution of boron trifluoride diethyletherate (3.4 ml, 27.6 mmol) in dichloromethane (20 ml). The mixture was stirred for 10 minutes at room temperature. Subsequently, to the mixture was added dropwise a solution of 1-benzenesulfonylpyrrole (1.9 g, 9.2 mmol) in accordance with a method described in Example 8 (1) in dichloromethane (5 ml). The mixture was stirred for 12 hours. The reaction mix... Reactants: ClC1=NC=C(C(=N1)C(F)(F)F)C(=O)Cl (2-chloro-4-trifluoromethylpyrimidine-5-carbonyl chloride), C[Mg+].[Br-] (MeMgBr). Solvent: C1CCOC1 (THF). Run at time 0.75 hour. Yields the product C(C)(=O)C=1C(=NC(=NC1)Cl)C(F)(F)F (5-acetyl-2-chloro-4-trifluoromethylpyrimidine). The yield is 44.5%. Reaction SMILES: [Cl:1][C:2]1[N:7]=[C:6]([C:8]([F:11])([F:10])[F:9])[C:5]([C:12](Cl)=[O:13])=[CH:4][N:3]=1.[CH3:15][Mg+].[Br-]>C1COCC1>[C:12]([C:5]1[C:6]([C:8]([F:11])([F:10])[F:9])=[N:7][C:2]([Cl:1])=[N:3][CH:4]=1)(=[O:13])[CH3:15] |f:1.2|. Reported procedure: To a solution of 2-chloro-4-trifluoromethylpyrimidine-5-carbonyl chloride (0.50 g, 2.0 mmol) in THF at -78° C. under N2 was added MeMgBr (0.75 ml, 2.3 mmol). The reaction was stirred 0.75 h, quenched with H2O (1 ml) and diluted with EtOAc (30 ml). The organic layer was washed with H2O, brine and then dried over MgSO4. The residue was chromatographed (SiO2, hexanes/EtOAc, 2:1) to provide the 5-acetyl-2-chloro-4-trifluoromethylpyrimidine (0.20 g) in 43% yield. The title compound was then prepared ... Starting materials: C1(CCCC1)N1CCN(CC1)C(=O)C=1C=C2C=C(NC2=CC1)C(=O)N1CCS(CC1)(=O)=O ([5-(4-Cyclopentyl-piperazine-1-carbonyl)-1H-indol-2-yl]-(1,1-dioxo-thiomorpholin-4-yl)-methanone), FC(C=1C=C(C=CC1)B(O)O)(F)F (3-(trifluoromethyl)phenylboronic acid), N1=CC=CC=C1 (pyridine). Reagents/catalysts: C(C)(=O)[O-].[Cu+2].C(C)(=O)[O-] (copper(II) acetate). The solvent is ClCCl (dichloromethane). Product: C1(CCCC1)N1CCN(CC1)C(=O)C=1C=C2C=C(N(C2=CC1)C1=CC(=CC=C1)C(F)(F)F)C(=O)N1CCS(CC1)(=O)=O ([5-(4-Cyclopentyl-piperazine-1-carbonyl)-1-(3-trifluoromethyl-phenyl)-1H-indol-2-yl]-(1,1-dioxo-thiomorpholin-4-yl)-methanone). Yield: 40.0%. As a reaction SMILES: [CH:1]1([N:6]2[CH2:11][CH2:10][N:9]([C:12]([C:14]3[CH:15]=[C:16]4[C:20](=[CH:21][CH:22]=3)[NH:19][C:18]([C:23]([N:25]3[CH2:30][CH2:29][S:28](=[O:32])(=[O:31])[CH2:27][CH2:26]3)=[O:24])=[CH:17]4)=[O:13])[CH2:8][CH2:7]2)[CH2:5][CH2:4][CH2:3][CH2:2]1.[F:33][C:34]([F:45])([F:44])[C:35]1[CH:36]=[C:37](B(O)O)[CH:38]=[CH:39][CH:40]=1.N1C=CC=CC=1>ClCCl.C([O-])(=O)C.[Cu+2].C([O-])(=O)C>[CH:1]1([N:6]2[CH2:7][CH2:8][N:9]([C:12]([C:14]3[CH:15]=[C:16]4[C:20](=[CH:21][CH:22]=3)[N:19]([C:39]3[CH:38]=[CH:37][CH:36]=[C:35]([C:34]([F:45])([F:44])[F:33])[CH:40]=3)[C:18]([C:23]([N:25]3[CH2:30][CH2:29][S:28](=[O:31])(=[O:32])[CH2:27][CH2:26]3)=[O:24])=[CH:17]4)=[O:13])[CH2:10][CH2:11]2)[CH2:2][CH2:3][CH2:4][CH2:5]1 |f:4.5.6|. Procedure details: The title compound was synthesized in analogy to example 66, from [5-(4-cyclopentyl-piperazine-1-carbonyl)-1H-indol-2-yl]-(1,1-dioxo-thiomorpholin-4-yl)-methanone (example 34), 3-(trifluoromethyl)phenylboronic acid, copper(II) acetate and pyridine in dichloromethane, to give the desired product as a light yellow solid (40%). The reactants are ClCOC1=NC=NC=C1 (4-chloromethoxypyrimidine), O (water), CNCCOC1=CC=C(CC2C(NC(S2)=O)=O)C=C1 (5-[4-(2-methylaminoethoxy)-benzyl]-thiazolidine-2,4-dione), C(=O)(O)[O-].[Na+] (NaHCO3). Solvent: CN(C)C=O (DMF). Conditions: temperature 100 celsius. Yields the product COC1=CC(=NC=N1)N(CCOC1=CC=C(CC2C(NC(S2)=O)=O)C=C1)C (5-(4-{2-[(6-Methoxypyrimidin-4-yl)-methylamino]-ethoxy}-benzyl)-thiazolidine-2,4-dione). As a reaction SMILES: Cl[CH2:2][O:3][C:4]1[CH:9]=[CH:8][N:7]=[CH:6][N:5]=1.[CH3:10][NH:11][CH2:12][CH2:13][O:14][C:15]1[CH:28]=[CH:27][C:18]([CH2:19][CH:20]2[S:24][C:23](=[O:25])[NH:22][C:21]2=[O:26])=[CH:17][CH:16]=1.C([O-])(O)=O.[Na+].O>CN(C=O)C>[CH3:2][O:3][C:4]1[N:5]=[CH:6][N:7]=[C:8]([N:11]([CH3:10])[CH2:12][CH2:13][O:14][C:15]2[CH:28]=[CH:27][C:18]([CH2:19][CH:20]3[S:24][C:23](=[O:25])[NH:22][C:21]3=[O:26])=[CH:17][CH:16]=2)[CH:9]=1 |f:2.3|. Procedure details: A starting mixture consisting of 2.9 g (0.02 mol) 4-chloromethoxypyrimidine and 5.6 g (0.02 mol) 5-[4-(2-methylaminoethoxy)-benzyl]-thiazolidine-2,4-dione in 60 ml DMF and in the presence of 17 g NaHCO3 is heated at 100° C. for 24 h. Once the reaction completed, the mixture is poured onto 600 ml water and it is extracted with 4×200 ml AcOEt. The product is ClC1=CC=C(C=C1)C=1C(=NC=C(C(=O)N[C@H]2[C@@H](CCCC2)O)C1)OCC1=NC=CC=C1C (5-(4-chloro-phenyl)-N-((1R,2R)-2-hydroxy-cyclohexyl)-6-(3-methyl-pyridin-2-ylmethoxy)-nicotinamide). Reactants: BrC=1C=C(C=NC1Cl)C(=O)O (5-bromo-6-chloro-3-pyridinecarboxylic acid), N[C@H]1[C@@H](CCCC1)O ((1R,2R)-2-amino-1-cyclohexanol), CC=1C(=NC=CC1)CO ((3-methyl-pyridin-2-yl)-methanol), ClC1=CC=C(C=C1)B(O)O ((4-chloro-phenyl)-boronic acid). Reported procedure: The title compound was synthesized in analogy to Example 75, using 5-bromo-6-chloro-3-pyridinecarboxylic acid, (3-methyl-pyridin-2-yl)-methanol, (4-chloro-phenyl)-boronic acid and ((1R,2R)-2-amino-1-cyclohexanol as starting materials to yield 5-(4-chloro-phenyl)-N-((1R,2R)-2-hydroxy-cyclohexyl)-6-(3-methyl-pyridin-2-ylmethoxy)-nicotinamide, MS (ISP) 452.1 (M+H)+. Reaction SMILES: Br[C:2]1[CH:3]=[C:4]([C:9]([OH:11])=O)[CH:5]=[N:6][C:7]=1Cl.[CH3:12][C:13]1[C:14]([CH2:19][OH:20])=[N:15][CH:16]=[CH:17][CH:18]=1.[Cl:21][C:22]1[CH:27]=[CH:26][C:25](B(O)O)=[CH:24][CH:23]=1.[NH2:31][C@@H:32]1[CH2:37][CH2:36][CH2:35][CH2:34][C@H:33]1[OH:38]>>[Cl:21][C:22]1[CH:27]=[CH:26][C:25]([C:2]2[C:7]([O:20][CH2:19][C:14]3[C:13]([CH3:12])=[CH:18][CH:17]=[CH:16][N:15]=3)=[N:6][CH:5]=[C:4]([CH:3]=2)[C:9]([NH:31][C@@H:32]2[CH2:37][CH2:36][CH2:35][CH2:34][C@H:33]2[OH:38])=[O:11])=[CH:24][CH:23]=1. The reactants are COc1cc2c(Oc3ccc4[nH]c(C)cc4c3F)ncnc2cc1OCCBr, C#CCNC, CN(C)C=O. Yields the product C#CCN(C)CCOc1cc2ncnc(Oc3ccc4[nH]c(C)cc4c3F)c2cc1OC. As a reaction SMILES: [Br:1][CH2:2][CH2:3][O:4][c:5]1[c:6]([O:27][CH3:28])[cH:7][c:8]2[c:9]([O:15][c:16]3[c:17]([F:26])[c:18]4[cH:19][c:20]([CH3:25])[nH:21][c:22]4[cH:23][cH:24]3)[n:10][cH:11][n:12][c:13]2[cH:14]1.[CH3:29][NH:30][CH2:31][C:32]#[CH:33].[O:34]=[CH:35][N:36]([CH3:37])[CH3:38]>>[CH2:2]([CH2:3][O:4][c:5]1[c:6]([O:27][CH3:28])[cH:7][c:8]2[c:9]([O:15][c:16]3[c:17]([F:26])[c:18]4[cH:19][c:20]([CH3:25])[nH:21][c:22]4[cH:23][cH:24]3)[n:10][cH:11][n:12][c:13]2[cH:14]1)[N:30]([CH3:29])[CH2:31][C:32]#[CH:33].